Dataset: the Open Reaction Database (ORD), a public repository of structured organic reaction records. Task: describe an organic reaction: reactants, conditions, products, and yield Starting materials: NC=1C=C(C2=CC=CC=C2C1)O (3-Aminonaphthol), C1CN2CCN1CC2 (DABCO), C(C)O (ethanol), BrC=1C(=C(C=C(C=O)C1)OC)OC (5-bromo-3,4-dimethoxy-benzaldehyde), C(CC#N)#N (malononitrile). The yield is 78.0%. The solvent is O (water). RXN SMILES: [NH2:1][C:2]1[CH:3]=[C:4](O)[C:5]2[C:10]([CH:11]=1)=[CH:9][CH:8]=[CH:7][CH:6]=2.[Br:13][C:14]1[C:15]([O:24][CH3:25])=[C:16]([O:22][CH3:23])[CH:17]=[C:18]([CH:21]=1)[CH:19]=O.[C:26](#[N:30])[CH2:27][C:28]#[N:29].C1N2CCN(CC2)C1.C([OH:41])C>O>[NH2:29][C:28]1[O:41][C:3]2[C:2]([NH2:1])=[CH:11][C:10]3[CH:9]=[CH:8][CH:7]=[CH:6][C:5]=3[C:4]=2[CH:19]([C:18]2[CH:17]=[C:16]([O:22][CH3:23])[C:15]([O:24][CH3:25])=[C:14]([Br:13])[CH:21]=2)[C:27]=1[C:26]#[N:30]. Yields the product NC=1OC=2C(=CC3=C(C2C(C1C#N)C1=CC(=C(C(=C1)OC)OC)Br)C=CC=C3)N (3,5-Diamino-1-(3-bromo-4,5-dimethoxy-phenyl)-1H-benzo[f]chromene-2-carbonitrile). Reported procedure: 3-Aminonaphthol (700.5 mg, 4.4 mmol), 5-bromo-3,4-dimethoxy-benzaldehyde (1.077 mg, 4.4 mmol) and malononitrile (295 mg, 4.4 mmol) were taken in 40 ml ethanol at room temperature, charged with DABCO (48.4 μL, 1.46 mmol) and then stirred at 80° C. under LC-MS control for 24 h. The reaction mixture was cooled down to room temperature, diluted with water to about 100 ml and the precipitates were collected by filtration, washed well with 50% aqueous ethanol and dried under vacuum to yield the title ... Conditions: temperature 80 celsius, time 24 hour. The reactants are [Si](C)(C)(C(C)(C)C)OC1=CC=C(C=C1)CC(=O)Cl (2-[4-(tert-butyldimethylsilyloxy)phenyl]acetyl chloride), [Si](C)(C)(C(C)(C)C)OC1=CC=C(C=C1)C=1N=C(C(=NC1)N)\C=C\C1=CC=CC=C1 ((E)-5-[4-(tert-butyldimethylsilyloxy)phenyl]-3-styrylpyrazin-2-amine), O (water). Yields the product [Si](C)(C)(C(C)(C)C)OC1=CC=C(C=C1)CC(=O)NC1=NC=C(N=C1C=CC1=CC=CC=C1)C1=CC=C(C=C1)O[Si](C)(C)C(C)(C)C (2-[4-(tert-Butyldimethylsilyloxy)phenyl]-N-[5-{4-(tert-butyldimethylsilyloxy)phenyl}-3-styrylpyrazin-2-yl]acetamide). Reaction SMILES: [Si:1]([O:8][C:9]1[CH:14]=[CH:13][C:12]([C:15]2[N:16]=[C:17](/[CH:22]=[CH:23]/[C:24]3[CH:29]=[CH:28][CH:27]=[CH:26][CH:25]=3)[C:18]([NH2:21])=[N:19][CH:20]=2)=[CH:11][CH:10]=1)([C:4]([CH3:7])([CH3:6])[CH3:5])([CH3:3])[CH3:2].[Si:30]([O:37][C:38]1[CH:43]=[CH:42][C:41]([CH2:44][C:45](Cl)=[O:46])=[CH:40][CH:39]=1)([C:33]([CH3:36])([CH3:35])[CH3:34])([CH3:32])[CH3:31].O>CN(C)C1C=CN=CC=1.N1C=CC=CC=1>[Si:30]([O:37][C:38]1[CH:39]=[CH:40][C:41]([CH2:44][C:45]([NH:21][C:18]2[C:17]([CH:22]=[CH:23][C:24]3[CH:29]=[CH:28][CH:27]=[CH:26][CH:25]=3)=[N:16][C:15]([C:12]3[CH:11]=[CH:10][C:9]([O:8][Si:1]([C:4]([CH3:7])([CH3:5])[CH3:6])([CH3:2])[CH3:3])=[CH:14][CH:13]=3)=[CH:20][N:19]=2)=[O:46])=[CH:42][CH:43]=1)([C:33]([CH3:36])([CH3:35])[CH3:34])([CH3:32])[CH3:31]. Procedure: Under an argon atmosphere, to a mixture of (E)-5-[4-(tert-butyldimethylsilyloxy)phenyl]-3-styrylpyrazin-2-amine (7b) (500 mg, 1.24 mmol) and 4-(dimethylamino)pyridine (15.3 mg, 125 μmol) dissolved in anhydrous pyridine (20 mL) was added 2-[4-(tert-butyldimethylsilyloxy)phenyl]acetyl chloride (10) prepared above at 0° C. and the mixture was heated with stirring at 50° C. for 15 hours. After cooling to room temperature, to this was added water and the product was extracted with ethyl acetate (100 ... The reagents and catalysts are CN(C1=CC=NC=C1)C (4-(dimethylamino)pyridine). Run in N1=CC=CC=C1 (pyridine). Run at temperature 50 celsius, time 15 hour. The yield is 69.7%. Reactants: C(C)(=O)C1=C(C(=C(OCCCSC2=CC=C(C(=O)NCC(OCC)=O)C=C2)C=C1)CCC)O (4-(3-(4-Acetyl-3-hydroxy-2-propylphenoxy)propylthio)-N-(2-oxo-2-ethoxyethyl)benzamide), [OH-].[Ca+2].[OH-] (Calcium hydroxide), ClC1=CC(=CC=C1)C(=O)OO (m-chloroperbenzoic acid), C1=CC(=CC(=C1)Cl)C(=O)OO (m-CPBA). The solvent is C(Cl)Cl (methylene chloride). Conditions: time 1 hour. The product is C(C)(=O)C1=C(C(=C(OCCCS(=O)(=O)C2=CC=C(C(=O)NCC(OCC)=O)C=C2)C=C1)CCC)O (4-(3-(4-Acetyl-3-hydroxy-2-propylphenoxy)propylsulfonyl)-N-(2-oxo-2-ethoxyethyl)benzamide). Reaction SMILES: [C:1]([C:4]1[CH:29]=[CH:28][C:7]([O:8][CH2:9][CH2:10][CH2:11][S:12][C:13]2[CH:27]=[CH:26][C:16]([C:17]([NH:19][CH2:20][C:21](=[O:25])[O:22][CH2:23][CH3:24])=[O:18])=[CH:15][CH:14]=2)=[C:6]([CH2:30][CH2:31][CH3:32])[C:5]=1[OH:33])(=[O:3])[CH3:2].ClC1C=CC=C(C(OO)=O)C=1.[OH-:45].[Ca+2].[OH-:47]>C(Cl)Cl>[C:1]([C:4]1[CH:29]=[CH:28][C:7]([O:8][CH2:9][CH2:10][CH2:11][S:12]([C:13]2[CH:27]=[CH:26][C:16]([C:17]([NH:19][CH2:20][C:21](=[O:25])[O:22][CH2:23][CH3:24])=[O:18])=[CH:15][CH:14]=2)(=[O:47])=[O:45])=[C:6]([CH2:30][CH2:31][CH3:32])[C:5]=1[OH:33])(=[O:3])[CH3:2] |f:2.3.4|. Procedure details: The compound of Example 1 (400 mg, 0.845 mmoles) was taken up in methylene chloride (30 ml) to which was added m-chloroperbenzoic acid (343 mg, 2 eqts). The reaction mixture was stirred at room temperature under nitrogen for one hour. An additional 20 mg of m-CPBA was added and stirring was continued for one hour. Calcium hydroxide (400 mg) was added to the reaction mixture and stirring was continued for ten minutes. The reaction mixture was filtered and the filtrate was concentrated in vacuo. T... Reactants: O=C([O-])[O-], CCOC(=O)C1=C(C)N(c2cccc(C(F)(F)F)c2)c2nc(N3C(=O)c4ccccc4C3=O)nn2C1c1ccc(C#N)cc1, CCO, Cl, [K+], [K+], O. Product: CCOC(=O)C1=C(C)N(c2cccc(C(F)(F)F)c2)c2nc(NC(=O)c3ccccc3C(=O)O)nn2C1c1ccc(C#N)cc1. As a reaction SMILES: [C:2]([O-:3])([O-:4])=[O:5].[C:8](#[N:9])[c:10]1[cH:11][cH:12][c:13]([CH:16]2[C:17]([C:47](=[O:48])[O:49][CH2:50][CH3:51])=[C:18]([CH3:46])[N:19]([c:36]3[cH:37][c:38]([C:42]([F:43])([F:44])[F:45])[cH:39][cH:40][cH:41]3)[c:20]3[n:21]2[n:22][c:23]([N:25]2[C:26](=[O:35])[c:27]4[cH:28][cH:29][cH:30][cH:31][c:32]4[C:33]2=[O:34])[n:24]3)[cH:14][cH:15]1.[CH3:53][CH2:54][OH:55].[ClH:52].[K+:6].[K+:7].[OH2:1]>>[C:2]([OH:4])(=[O:5])[c:32]1[c:27]([C:26]([NH:25][c:23]2[n:22][n:21]3[c:20]([n:24]2)[N:19]([c:36]2[cH:37][c:38]([C:42]([F:43])([F:44])[F:45])[cH:39][cH:40][cH:41]2)[C:18]([CH3:46])=[C:17]([C:47](=[O:48])[O:49][CH2:50][CH3:51])[CH:16]3[c:13]2[cH:12][cH:11][c:10]([C:8]#[N:9])[cH:15][cH:14]2)=[O:35])[cH:28][cH:29][cH:30][cH:31]1. The reactants are C1(=CC=CC=C1)[C@H](C)NC1=NC=CC(=N1)N1C=NC2=C1C=C(C=C2)I (2-[(S)-1-Phenylethylamino]-4-[6-iodobenzimidazol-1-yl]pyrimidine), C1(=CC=CC2=CC=CC=C12)B(O)O (1-naphthyl boronic acid), C([O-])([O-])=O.[K+].[K+] (potassium carbonate), O (water). The reagents and catalysts are C=1C=CC(=CC1)[P](C=2C=CC=CC2)(C=3C=CC=CC3)[Pd]([P](C=4C=CC=CC4)(C=5C=CC=CC5)C=6C=CC=CC6)([P](C=7C=CC=CC7)(C=8C=CC=CC8)C=9C=CC=CC9)[P](C=1C=CC=CC1)(C=1C=CC=CC1)C=1C=CC=CC1 (tetrakis(triphenylphosphine)palladium(0)). The solvent is C(CC)O (n-propanol). Yields the product C1(=CC=CC=C1)[C@H](C)NC1=NC=CC(=N1)N1C=NC2=C1C=C(C=C2)C2=CC=CC1=CC=CC=C21 (2-[(S)-1-Phenylethylamino]-4-[6-(1-naphthyl)benzimidazol-1-yl]pyrimidine). Isolated yield 87.9%. Reaction SMILES: [C:1]1([C@@H:7]([NH:9][C:10]2[N:15]=[C:14]([N:16]3[C:20]4[CH:21]=[C:22](I)[CH:23]=[CH:24][C:19]=4[N:18]=[CH:17]3)[CH:13]=[CH:12][N:11]=2)[CH3:8])[CH:6]=[CH:5][CH:4]=[CH:3][CH:2]=1.[C:26]1(B(O)O)[C:35]2[C:30](=[CH:31][CH:32]=[CH:33][CH:34]=2)[CH:29]=[CH:28][CH:27]=1.C(=O)([O-])[O-].[K+].[K+].O>C(O)CC.C1C=CC([P]([Pd]([P](C2C=CC=CC=2)(C2C=CC=CC=2)C2C=CC=CC=2)([P](C2C=CC=CC=2)(C2C=CC=CC=2)C2C=CC=CC=2)[P](C2C=CC=CC=2)(C2C=CC=CC=2)C2C=CC=CC=2)(C2C=CC=CC=2)C2C=CC=CC=2)=CC=1>[C:1]1([C@@H:7]([NH:9][C:10]2[N:15]=[C:14]([N:16]3[C:20]4[CH:21]=[C:22]([C:34]5[C:35]6[C:30](=[CH:29][CH:28]=[CH:27][CH:26]=6)[CH:31]=[CH:32][CH:33]=5)[CH:23]=[CH:24][C:19]=4[N:18]=[CH:17]3)[CH:13]=[CH:12][N:11]=2)[CH3:8])[CH:6]=[CH:5][CH:4]=[CH:3][CH:2]=1 |f:2.3.4,^1:53,55,74,93|. Reported procedure: 2-[(S)-1-Phenylethylamino]-4-[6-iodobenzimidazol-1-yl]pyrimidine (EXAMPLE 415) (50 mg), 1-naphthyl boronic acid (22 mg), potassium carbonate (31 mg), and tetrakis(triphenylphosphine)palladium(0) (5 mg) were dissolved in degassed n-propanol (2.6 mL) and water (0.4 mL) and stirred at 80° C. under argon atmosphere for 15 hours. Upon cooling, the reaction mixture was filtered through Celite® (the ppt was washed with 10 mL of EtOAc) and evaporated. The residue was purified by preparative thin layer c... The reactants are ClCCl (dichloromethane), C(=O)([O-])[O-].[Na+].[Na+] (Na2CO3), CC=1C=C(C=CC1)B(O)O (3-methyl benzene boronic acid), BrC1=CC2=C(C(=C(O2)C(=O)C2=C(C=C(C=C2)Cl)Cl)C)C=C1 ((6-Bromo-3-methyl-benzofuran-2-yl)-(2,4-dichloro-phenyl)-methanone), [1,1′-bis(diphenylphosphino)-ferrocene]dichloro-palladium(II). The solvent is C1(=CC=CC=C1)C (toluene), C(C)O (ethanol). Conditions: temperature 85 celsius. Yields the product ClC1=C(C=CC(=C1)Cl)C(=O)C=1OC2=C(C1C)C=CC(=C2)C=2C=C(C=CC2)C ((2,4-Dichloro-phenyl)-(3-methyl-6-m-tolyl-benzofuran-2-yl)-methanone). Isolated yield 69.3%. RXN SMILES: Br[C:2]1[CH:21]=[CH:20][C:5]2[C:6]([CH3:19])=[C:7]([C:9]([C:11]3[CH:16]=[CH:15][C:14]([Cl:17])=[CH:13][C:12]=3[Cl:18])=[O:10])[O:8][C:4]=2[CH:3]=1.[CH3:22][C:23]1[CH:24]=[C:25](B(O)O)[CH:26]=[CH:27][CH:28]=1.ClCCl.C([O-])([O-])=O.[Na+].[Na+]>C1(C)C=CC=CC=1.C(O)C>[Cl:18][C:12]1[CH:13]=[C:14]([Cl:17])[CH:15]=[CH:16][C:11]=1[C:9]([C:7]1[O:8][C:4]2[CH:3]=[C:2]([C:27]3[CH:28]=[C:23]([CH3:22])[CH:24]=[CH:25][CH:26]=3)[CH:21]=[CH:20][C:5]=2[C:6]=1[CH3:19])=[O:10] |f:3.4.5|. Procedure details: A solution of (6-Bromo-3-methyl-benzofuran-2-yl)-(2,4-dichloro-phenyl)-methanone (50 mg, 0.13 mmol) in toluene (1.5 mL) and ethanol (1.5 mL) was degassed with argon for 15 min. At this time, 3-methyl benzene boronic acid (21.2 mg, 0.16 mmol, 1.2 eq) was added followed by [1,1′-bis(diphenylphosphino)-ferrocene]dichloro-palladium(II), complex with dichloromethane (1:1) (10.6 mg, 0.01 mmol, 0.1 eq) and 2M aqueous Na2CO3 (0.21 mL, 3 eq). The reaction was bubbled with argon for another 5 min and then... Reactants: C(C1=CC=CC=C1)OC1=CC=C2C(=CC(OC2=C1CCC)=O)C(C)(C)C (7-benzyloxy-4-tert-butyl-8-propylcoumarin), C(C)(=O)OCC (ethyl acetate). Reagents/catalysts: [Pd] (palladium). Conditions: time 6 hour. Product: C(C)(C)(C)C1=C(C(OC2=C(C(=CC=C12)O)CCC)=O)C (4-tert-butylmethyl-7-hydroxy-8-propylcoumarin). As a reaction SMILES: C([O:8][C:9]1[C:18]([CH2:19][CH2:20][CH3:21])=[C:17]2[C:12]([C:13]([C:23]([CH3:26])([CH3:25])[CH3:24])=[CH:14][C:15](=[O:22])[O:16]2)=[CH:11][CH:10]=1)C1C=CC=CC=1.[C:27](OCC)(=O)C>[Pd]>[C:23]([C:13]1[C:12]2[C:17](=[C:18]([CH2:19][CH2:20][CH3:21])[C:9]([OH:8])=[CH:10][CH:11]=2)[O:16][C:15](=[O:22])[C:14]=1[CH3:27])([CH3:26])([CH3:24])[CH3:25]. Reported procedure: A solution of 7-benzyloxy-4-tert-butyl-8-propylcoumarin (718 mg) in ethyl acetate (25 mL) was treated with 10% palladium (107 mg) on carbon. The mixture was shaken under a hydrogen atmosphere (40 psi) for six hours. The mixture was filtered through Celite and concentrated to get the title compound.